From a dataset of the Open Reaction Database (ORD), a public repository of structured organic reaction records. describe an organic reaction: reactants, conditions, products, and yield Product: Cl.Cl.CC1=CC=C(CN2CCN(CC2)C=2C=C3CCC(NC3=CC2)=O)C=C1 (6-[4-(4-methylbenzyl)-1-piperazinyl]-3,4-dihydrocarbostyril dihydrochloride). Yield: 18.1%. Reaction SMILES: [N:1]1([C:7]2[CH:8]=[C:9]3[C:14](=[CH:15][CH:16]=2)[NH:13][C:12](=[O:17])[CH2:11][CH2:10]3)[CH2:6][CH2:5][NH:4][CH2:3][CH2:2]1.C(=O)(O)[O-].[K+].CN(C=O)C.[CH3:28][C:29]1[CH:36]=[CH:35][C:32]([CH2:33][Cl:34])=[CH:31][CH:30]=1>O>[ClH:34].[ClH:34].[CH3:28][C:29]1[CH:36]=[CH:35][C:32]([CH2:33][N:4]2[CH2:5][CH2:6][N:1]([C:7]3[CH:8]=[C:9]4[C:14](=[CH:15][CH:16]=3)[NH:13][C:12](=[O:17])[CH2:11][CH2:10]4)[CH2:2][CH2:3]2)=[CH:31][CH:30]=1 |f:1.2,6.7.8|. The reactants are N1(CCNCC1)C=1C=C2CCC(NC2=CC1)=O (6-(1-piperazinyl)-3,4-dihydrocarbostyril), C([O-])(O)=O.[K+] (potassium bicarbonate), CN(C)C=O (DMF), CC1=CC=C(CCl)C=C1 (4-methylbenzyl chloride). Solvent: O (water). Reported procedure: To a mixture of 1.2 g of 6-(1-piperazinyl)-3,4-dihydrocarbostyril, 1.17 g of potassium bicarbonate and 20 ml of DMF was added 646 mg of 4-methylbenzyl chloride and the mixture was stirred at 80° C. for 2.5 hours. The reaction mixture was poured into a large amount of water and extracted with chloroform. After washing with water the extract was dried over anhydrous sodium sulfate. Chloroform was distilled off and the residue was purified through silica gel column chromatography. After conversion ... Reaction conditions: temperature 80 celsius, time 2.5 hour. Reactants: C(C1=CC=CC=C1)OC1=C(C=CC=C1)C1=CN=C(O1)C1=CC=CC=C1 (5-(2-benzyloxyphenyl)-2-phenyl-1,3-oxazole). Reagents/catalysts: [Pd] (Pd/C). Solvent: O1CCCC1 (tetrahydrofuran). Yields the product OC1=C(C=CC=C1)C1=CN=C(O1)C1=CC=CC=C1 (5-(2-hydroxyphenyl)-2-phenyl-1,3-oxazole). As a reaction SMILES: C([O:8][C:9]1[CH:14]=[CH:13][CH:12]=[CH:11][C:10]=1[C:15]1[O:19][C:18]([C:20]2[CH:25]=[CH:24][CH:23]=[CH:22][CH:21]=2)=[N:17][CH:16]=1)C1C=CC=CC=1>O1CCCC1.[Pd]>[OH:8][C:9]1[CH:14]=[CH:13][CH:12]=[CH:11][C:10]=1[C:15]1[O:19][C:18]([C:20]2[CH:21]=[CH:22][CH:23]=[CH:24][CH:25]=2)=[N:17][CH:16]=1. Procedure: 0.55 g of 5-(2-benzyloxyphenyl)-2-phenyl-1,3-oxazole according to step (c) are hydrogenated in 30 ml of tetrahydrofuran in the presence of 0.1 g of Pd/C catalyst (10W) at about 60° C. (5.7 bar). After the catalyst has been separated off the solvent is distilled off in vacuo and the residue remaining is chromatographed on silica gel (dioxane:hexane 3:5). The reactants are polyphosphoric acid, compound, FC1=C(C=CC=C1)CCCC(=O)O (4-(2-Fluorophenyl)butanoic acid). Run in O (water). Conditions: time 1 hour. Yields the product FC1=C2CCCC(C2=CC=C1)=O (5-Fluoro-1-tetralone). As a reaction SMILES: [F:1][C:2]1[CH:7]=[CH:6][CH:5]=[CH:4][C:3]=1[CH2:8][CH2:9][CH2:10][C:11]([OH:13])=O>O>[F:1][C:2]1[CH:7]=[CH:6][CH:5]=[C:4]2[C:3]=1[CH2:8][CH2:9][CH2:10][C:11]2=[O:13]. Procedure details: To 200 gm of polyphosphoric acid heated at 80° C. was added 15.9 gm of the compound prepared in (6) above over 1 hour while stirring. The stirring was continued for another 1 hour at the same temperature. The resultant reaction mixture was poured into ice-cooled water and extracted with chloroform. The extract was washed with water and saturated brine in this order, and dried over anhydrous sodium sulfate. The solvent was evaporated to obtain 14.1 gm of the title compound. Starting materials: ClC=1N=C(C2=C(N1)C=C(S2)C=O)N2CCOCC2 (2-chloro-4-morpholin-4-ylthieno[3,2-d]pyrimidine-6-carbaldehyde), CN(C1CCNCC1)C (dimethylpiperidin-4-ylamine), C(C)(=O)O[BH-](OC(C)=O)OC(C)=O (triacetoxyborohydride). Solvent: CO (MeOH), ClCCCl (DCE). Reaction conditions: time 4 hour. Product: ClC=1N=C(C2=C(N1)C=C(S2)CN2CCC(CC2)N(C)C)N2CCOCC2 ([1-(2-Chloro-4-morpholin-4-yl-thieno[3,2-d]pyrimidin-6-ylmethyl)piperidin-4-yl]dimethylamine). The yield is 63.5%. RXN SMILES: [Cl:1][C:2]1[N:3]=[C:4]([N:13]2[CH2:18][CH2:17][O:16][CH2:15][CH2:14]2)[C:5]2[S:10][C:9]([CH:11]=O)=[CH:8][C:6]=2[N:7]=1.[CH3:19][N:20]([CH3:27])[CH:21]1[CH2:26][CH2:25][NH:24][CH2:23][CH2:22]1.C(O[BH-](OC(=O)C)OC(=O)C)(=O)C>ClCCCl.CO>[Cl:1][C:2]1[N:3]=[C:4]([N:13]2[CH2:18][CH2:17][O:16][CH2:15][CH2:14]2)[C:5]2[S:10][C:9]([CH2:11][N:24]3[CH2:25][CH2:26][CH:21]([N:20]([CH3:27])[CH3:19])[CH2:22][CH2:23]3)=[CH:8][C:6]=2[N:7]=1. Procedure: A mixture of 2-chloro-4-morpholin-4-ylthieno[3,2-d]pyrimidine-6-carbaldehyde (5.0 g, 17.7 mmol) and dimethylpiperidin-4-ylamine (2.7 g, 21.2 mmol) in DCE (100 mL) was stirred at room temperature for 4 hours then triacetoxyborohydride (5.6 g, 26.5 mmol) was added. The reaction mixture was stirred at room temperature for 18 hours then diluted with MeOH and loaded onto an Isolute® SCX-2 cartridge (2×70 g). The cartridge was washed with MeOH/DCM (1/1: v/v) and the desired product was eluted with (2M... Reactants: ClC=1C=C2C(C(NC2=CC1)=S)C (5-chloro-3-methylthiooxindole), ClN1C(CCC1=O)=O (N-chlorosuccinimide). The solvent is C(Cl)(Cl)(Cl)Cl (carbon tetrachloride). Product: ClC1(C(NC2=CC=C(C=C12)Cl)=S)C (3,5-dichloro-3-methylthiooxindole). Reaction SMILES: [Cl:1][C:2]1[CH:3]=[C:4]2[C:8](=[CH:9][CH:10]=1)[NH:7][C:6](=[S:11])[CH:5]2[CH3:12].[Cl:13]N1C(=O)CCC1=O>C(Cl)(Cl)(Cl)Cl>[Cl:13][C:5]1([CH3:12])[C:4]2[C:8](=[CH:9][CH:10]=[C:2]([Cl:1])[CH:3]=2)[NH:7][C:6]1=[S:11]. Procedure details: A solution of 5-chloro-3-methylthiooxindole (1.35 g, 6.3 mmol) and N-chlorosuccinimide (950 mg, 7 mmol) in carbon tetrachloride (100 ml) was refluxed for 1 hour, cooled, and the precipitate was removed by filtration. The filtrate was concentrated to dryness, yielding crude 3,5-dichloro-3-methylthiooxindole. The residue was dissolved in 25 ml of tetrahydrofuran and added rapidly to a vigorously stirred slurry of red mercuric oxide (1.37 g, 6.3 mmol) and boron trifluoride etherate (900 mg, 6.3 mmo...